This data is from the Open Reaction Database (ORD), a public repository of structured organic reaction records. The task is: describe an organic reaction: reactants, conditions, products, and yield Starting materials: C(C1=CC=CC=C1)O (benzyl alcohol), C=O (formaldehyde), C(C1=CC=CC=C1)O (benzyl alcohol), Polymer H, Polymer H, C(C1=CC=CC=C1)O (benzyl alcohol). The product is C(=O)C=O (Glyoxal), C(CCCC=O)=O (glutaraldehyde). RXN SMILES: C=[O:2].[CH2:3]([OH:10])[C:4]1C=C[CH:7]=[CH:6][CH:5]=1>>[CH:4]([CH:3]=[O:10])=[O:2].[CH:7](=[O:2])[CH2:6][CH2:5][CH2:4][CH:3]=[O:10]. Reported procedure: It is apparent that simply heating 100% Polymer H at 60° to 95° C for more than 1 hour is not enough to achieve insolubility in 100% benzyl alcohol, but other tests with 4% benzyl alcohol showed that Polymer H crosslinked by heating was not soluble and could be used successfully for making a weak pod seal. Reaction with formaldehyde causes crosslinking and the product is insoluble but swells in 100% benzyl alcohol. Glyoxal and glutaraldehyde give tightly crosslinked products that are insoluble a... Reactants: N1N=CC=2CCCCC12 (4,5,6,7-tetrahydroindazole), [OH-].[K+] (KOH), II (I2). Run in [O-]S(=O)(=S)[O-].[Na+].[Na+] (Na2S2O3), CN(C)C=O (DMF). Conditions: time 8 hour. Yields the product IC1=NNC=2CCCCC12 (3-iodo-4,5,6,7-tetrahydro-1H-indazole). The yield is 84.9%. RXN SMILES: [NH:1]1[C:9]2[CH2:8][CH2:7][CH2:6][CH2:5][C:4]=2[CH:3]=[N:2]1.[OH-].[K+].[I:12]I>CN(C=O)C.[O-]S([O-])(=S)=O.[Na+].[Na+]>[I:12][C:3]1[C:4]2[CH2:5][CH2:6][CH2:7][CH2:8][C:9]=2[NH:1][N:2]=1 |f:1.2,5.6.7|. Procedure details: To a suspension of 4,5,6,7-tetrahydroindazole (700 mg, 5.7 mmol) and KOH (1.2 g, 21.5 mmol) in DMF (20 mL) was added I2 (2.9 g, 11.5 mmol) at 0° C., and the reaction was stirred overnight while warming to rt. The reaction mixture was diluted with sat. Na2S2O3, extracted with EtOAc (50 mL×3), washed with brine (50 mL), dried (MgSO4), and concentrated to give 1.2 g (83%) of the title compound as a yellow oil. 1H NMR (400 MHz, CDCl3): δ 1.73-1.84 (4H, m), 2.40 (2H, t, J=5.6 Hz), 2.54 (2H, t, J=6.0 ... Starting materials: [Pb]=O (lead monoxide), [OH-].[Na+] (NaOH), C(C=C)(=O)O (acrylic acid). Run at time 30 minute. The product is C(C=C)(=O)[O-].[Pb+2].C(C=C)(=O)[O-] (lead acrylate). Yield: 93.0%. As a reaction SMILES: [Pb:1]=O.[OH-].[Na+].[C:5]([OH:9])(=[O:8])[CH:6]=[CH2:7]>>[C:5]([O-:9])(=[O:8])[CH:6]=[CH2:7].[Pb+2:1].[C:5]([O-:9])(=[O:8])[CH:6]=[CH2:7] |f:1.2,4.5.6|. Procedure: 111.5 gms of lead monoxide is taken in 0.1 NaOH and the mixture stirred in a round bottom flask for 30 minutes at room temperature, 72 gms of acrylic acid is then adding by a dropping funnel and a period of 1 hour. The mixture is heated under reflux conditions to 35° C. for 1 hour. The yield was 93% of lead acrylate after filtration, washing and drying. Reaction SMILES: [CH3:1][O:2][C:3]1[CH:12]=[CH:11][CH:10]=[C:9]2[C:4]=1[CH:5]=[CH:6][C:7](=O)[C:8]2=O.COC1C=CC=C2C=1CCCC2=O.[Se](=O)=O.C(O)(=O)C.C(O)(=O)C.[NH2:39][C:40]1[C:48]([NH2:49])=[CH:47][CH:46]=[CH:45][C:41]=1[C:42]([OH:44])=[O:43].Cl>C(O)C>[CH3:1][O:2][C:3]1[C:4]2=[CH:5][CH:6]=[C:7]3[C:8]([N:39]=[C:40]4[C:48]([CH:47]=[CH:46][CH:45]=[C:41]4[C:42]([OH:44])=[O:43])=[N:49]3)=[C:9]2[CH:10]=[CH:11][CH:12]=1 |f:3.4.5|. Yields the product COC1=CC=CC=2C1=CC=C1N=C3C=CC=C(C3=NC21)C(=O)O (4-Methoxy-benzo[a]phenazine-11-carboxylic acid). The reactants are COC1=C2C=CC(C(C2=CC=C1)=O)=O (5-methoxy-[1,2]naphthoquinone), COC1=C2CCCC(C2=CC=C1)=O (5-methoxytetralone), [Se](=O)=O (selenium dioxide), C(C)(=O)O.C(C)(=O)O.NC1=C(C(=O)O)C=CC=C1N (2,3-diamino-benzoic acid, diacetate salt), Cl (hydrochloric acid). Reported procedure: A mixture of 5-methoxy-[1,2]naphthoquinone (prepared by treatment of 5-methoxytetralone with selenium dioxide, A. Bekaert et al Tetrahedron Letters 38, 24, 4219–4220, 1997) (1.98 g), 2,3-diamino-benzoic acid, diacetate salt, (J. Chem. Soc. Perkin. Trans I, 1984, p2019) (4.03 g) and conc. hydrochloric acid (2.2 mL) was heated to reflux in ethanol (20 mL) for 4 hours. The reaction mixture was cooled and the precipitate collected by filtration, and washed with ethanol and ether to yield the title c... Run in C(C)O (ethanol). Starting materials: C(CCC)C1=NN=C(N1CC1=CC=C(C=C1)O)SCC1=CC=C(C=C1)Cl (3-Butyl-5-(4-chlorobenzylthio)-4-(4-hydroxybenzyl)-4H-1,2,4-triazole), [H-].[Na+] (sodium hydride), CO (MeOH), BrC(C(=O)OC)C1=CC=CC=C1 (methyl α-bromophenylacetate). Run in CN(C)C=O (DMF). Run at time 10 minute. Product: C(CCC)C1=NN=C(N1CC1=CC=C(C=C1)OC(C1=CC=CC=C1)C(=O)OC)SCC1=CC=C(C=C1)Cl (3-Butyl-4-[[4-[1-(carbomethoxy)-1-phenylmethoxy]phenyl]methyl]-5-(4-chlorobenzylthio)-4H-1,2,4-triazole). The yield is 68.5%. Reaction SMILES: [CH2:1]([C:5]1[N:9]([CH2:10][C:11]2[CH:16]=[CH:15][C:14]([OH:17])=[CH:13][CH:12]=2)[C:8]([S:18][CH2:19][C:20]2[CH:25]=[CH:24][C:23]([Cl:26])=[CH:22][CH:21]=2)=[N:7][N:6]=1)[CH2:2][CH2:3][CH3:4].[H-].[Na+].Br[CH:30]([C:35]1[CH:40]=[CH:39][CH:38]=[CH:37][CH:36]=1)[C:31]([O:33][CH3:34])=[O:32].CO>CN(C=O)C>[CH2:1]([C:5]1[N:9]([CH2:10][C:11]2[CH:16]=[CH:15][C:14]([O:17][CH:30]([C:31]([O:33][CH3:34])=[O:32])[C:35]3[CH:40]=[CH:39][CH:38]=[CH:37][CH:36]=3)=[CH:13][CH:12]=2)[C:8]([S:18][CH2:19][C:20]2[CH:21]=[CH:22][C:23]([Cl:26])=[CH:24][CH:25]=2)=[N:7][N:6]=1)[CH2:2][CH2:3][CH3:4] |f:1.2|. Procedure details: A solution of 200 mg (0.52 mmol) of 3-butyl-5-(4-chlorobenzylthio)-4-(4-hydroxybenzyl) -4H-1,2,4-triazole (from Step A) in 2 ml of dry DMF was treated with 21 mg (0.52 mmol) of sodium hydride (60% in oil), and the mixture was stirred under N2 at room temperature for a few minutes until H2 evolution had ceased and a clear solution had resulted. To this was added 119 mg (0.52 mmol) of methyl α-bromophenylacetate, and stirring was continued under N2 at room temperature for 10 minutes and then at 65... The reactants are C(C1=CC=CC=C1)C1=C(C(=CC=C1)C)NC(CBr)=O (2-benzyl-1-(2-bromoacetylamino)-6-methylbenzene), O(C1=CC=CC=C1)C1=CC=C(C=C1)C1CCNCC1 (4-(4-phenoxyphenyl)piperidine). Product: C(C1=CC=CC=C1)C1=C(C(=CC=C1)C)NC(CN1CCC(CC1)C1=CC=C(C=C1)OC1=CC=CC=C1)=O (2-benzyl-1-[2-(4-(4-phenoxyphenyl)piperidin-1-yl)acetylamino]-6-methylbenzene). Reaction SMILES: [CH2:1]([C:8]1[CH:13]=[CH:12][CH:11]=[C:10]([CH3:14])[C:9]=1[NH:15][C:16](=[O:19])[CH2:17]Br)[C:2]1[CH:7]=[CH:6][CH:5]=[CH:4][CH:3]=1.[O:20]([C:27]1[CH:32]=[CH:31][C:30]([CH:33]2[CH2:38][CH2:37][NH:36][CH2:35][CH2:34]2)=[CH:29][CH:28]=1)[C:21]1[CH:26]=[CH:25][CH:24]=[CH:23][CH:22]=1>>[CH2:1]([C:8]1[CH:13]=[CH:12][CH:11]=[C:10]([CH3:14])[C:9]=1[NH:15][C:16](=[O:19])[CH2:17][N:36]1[CH2:37][CH2:38][CH:33]([C:30]2[CH:31]=[CH:32][C:27]([O:20][C:21]3[CH:26]=[CH:25][CH:24]=[CH:23][CH:22]=3)=[CH:28][CH:29]=2)[CH2:34][CH2:35]1)[C:2]1[CH:7]=[CH:6][CH:5]=[CH:4][CH:3]=1. Procedure details: The compound (13) synthesized in Reference Example 13 and the compound (4) synthesized in Reference Example 4 were used to produce the above compound in the same way as Example 1.